Dataset: the Open Reaction Database (ORD), a public repository of structured organic reaction records. Task: describe an organic reaction: reactants, conditions, products, and yield Reaction SMILES: [Cl:1][c:2]1[c:3]([C:4](=[O:5])[OH:6])[cH:7][cH:8][cH:9][c:10]1[Cl:11].[OH:12][N+:13]([O-:14])=[O:15].[S:16](=[O:17])(=[O:18])([OH:19])[OH:20]>>[Cl:1][c:2]1[c:3]([C:4](=[O:5])[OH:6])[cH:7][c:8]([N+:13](=[O:12])[O-:14])[cH:9][c:10]1[Cl:11]. Yields the product O=C(O)c1cc([N+](=O)[O-])cc(Cl)c1Cl. Reactants: O=C(O)c1cccc(Cl)c1Cl, O=[N+]([O-])O, O=S(=O)(O)O. Reactants: ClC1=C(C=C(C=C1)Cl)[N+](=O)[O-] (2,5-dichloro-nitrobenzene), C(C)N (ethylamine), C(C)N (ethylamine). The solvent is C(C)O (ethanol). Yields the product C(C)NC1=C(C=C(C=C1)Cl)[N+](=O)[O-] (N-ethyl-4-chloro-2-nitro-aniline). The yield is 89.0%. As a reaction SMILES: Cl[C:2]1[CH:7]=[CH:6][C:5]([Cl:8])=[CH:4][C:3]=1[N+:9]([O-:11])=[O:10].[CH2:12]([NH2:14])[CH3:13]>C(O)C>[CH2:12]([NH:14][C:2]1[CH:7]=[CH:6][C:5]([Cl:8])=[CH:4][C:3]=1[N+:9]([O-:11])=[O:10])[CH3:13]. Procedure: A mixture of 26 g of 2,5-dichloro-nitrobenzene, 400 ml of ethanol and 25 ml of ethylamine was refluxed for 24 hours while adding 5 ml of ethylamine at 6 hour intervals and the mixture was cooled and filtered. The orange needles were washed with a small amount of an ethanol-ether mixture and dried over P2O5 under vacuum to obtain 24.4 g (89% yield) of N-ethyl-4-chloro-2-nitro-aniline melting at 90°-91° C. Starting materials: C1=CCCCC1, COc1ccc(CNc2cc(Oc3ccc4c(c3)CC(C(=O)O)CC4)cc[n+]2[O-])cc1, CC(C)O. The product is COc1ccc(CNc2cc(Oc3ccc4c(c3)CC(C(=O)O)CC4)ccn2)cc1. As a reaction SMILES: [CH2:36]1[CH2:37][CH:38]=[CH:39][CH2:40][CH2:41]1.[CH3:1][O:2][c:3]1[cH:4][cH:5][c:6]([CH2:7][NH:8][c:9]2[n+:10]([O-:29])[cH:11][cH:12][c:13]([O:15][c:16]3[cH:17][cH:18][c:19]4[c:24]([cH:25]3)[CH2:23][CH:22]([C:26](=[O:27])[OH:28])[CH2:21][CH2:20]4)[cH:14]2)[cH:30][cH:31]1.[CH:32]([OH:33])([CH3:34])[CH3:35]>>[CH3:1][O:2][c:3]1[cH:4][cH:5][c:6]([CH2:7][NH:8][c:9]2[n:10][cH:11][cH:12][c:13]([O:15][c:16]3[cH:17][cH:18][c:19]4[c:24]([cH:25]3)[CH2:23][CH:22]([C:26](=[O:27])[OH:28])[CH2:21][CH2:20]4)[cH:14]2)[cH:30][cH:31]1.